describe an organic reaction: reactants, conditions, products, and yield From a dataset of the Open Reaction Database (ORD), a public repository of structured organic reaction records. Reactants: C(CCC)C=1N(C(=CN1)CO)CC1=C(C=CC=C1)Cl (2-n-butyl-1-(2-chlorophenyl)methyl-5-hydroxymethyl-1H-imidazole). Reagents/catalysts: [O-2].[O-2].[Mn+4] (manganese dioxide). The solvent is C1(=CC=CC=C1)C (toluene), C(Cl)Cl (methylene chloride). Reaction conditions: time 17 hour. Product: C(CCC)C=1N(C(=CN1)C=O)CC1=C(C=CC=C1)Cl (2-n-butyl-1-(2-chlorophenyl)methyl-1H-imidazol-5-carboxaldehyde). The yield is 77.5%. Reaction SMILES: [CH2:1]([C:5]1[N:6]([CH2:12][C:13]2[CH:18]=[CH:17][CH:16]=[CH:15][C:14]=2[Cl:19])[C:7]([CH2:10][OH:11])=[CH:8][N:9]=1)[CH2:2][CH2:3][CH3:4]>C1(C)C=CC=CC=1.C(Cl)Cl.[O-2].[O-2].[Mn+4]>[CH2:1]([C:5]1[N:6]([CH2:12][C:13]2[CH:18]=[CH:17][CH:16]=[CH:15][C:14]=2[Cl:19])[C:7]([CH:10]=[O:11])=[CH:8][N:9]=1)[CH2:2][CH2:3][CH3:4] |f:3.4.5|. Procedure: A solution of 2-n-butyl-1-(2-chlorophenyl)methyl-5-hydroxymethyl-1H-imidazole (5.4 g, 0.0194 mol) in toluene (25 mL) was added to a suspension of activated manganese dioxide (27 g) in methylene chloride (325 mL). The suspension was stirred at room temperature for 17 hours. The solids were filtered and the filtrate concentrated and flash chromatographed over silica gel with 6:4 hexane/ethyl acetate to afford 4.16 g (78%) of 2-n-butyl-1-(2-chlorophenyl)methyl-1H-imidazol-5-carboxaldehyde, as an oi... Starting materials: C1COCCN1, CCO, COC1=CC(=C2C(=O)Nc3cc(F)ccc32)OC1. Yields the product O=C1Nc2cc(F)ccc2C1=C1C=C(N2CCOCC2)CO1. RXN SMILES: [CH2:19]1[CH2:20][O:21][CH2:22][CH2:23][NH:24]1.[CH3:25][CH2:26][OH:27].[F:1][c:2]1[cH:3][cH:4][c:5]2[c:9]([cH:10]1)[NH:8][C:7](=[O:11])[C:6]2=[C:12]1[O:13][CH2:14][C:15]([O:17][CH3:18])=[CH:16]1>>[F:1][c:2]1[cH:3][cH:4][c:5]2[c:9]([cH:10]1)[NH:8][C:7](=[O:11])[C:6]2=[C:12]1[O:13][CH2:14][C:15]([N:24]2[CH2:19][CH2:20][O:21][CH2:22][CH2:23]2)=[CH:16]1. Reactants: OC=1C2=C(OC1C(=O)OC)C=C1C=CC=CC1=C2 (3-hydroxynaphtho [2,3-b]furan-2-carboxylic acid, methyl ester), C([O-])([O-])=O.[K+].[K+] (potassium carbonate), S(=O)(=O)(OC)OC (dimethyl sulfate). The solvent is CC(=O)C (acetone). Reaction conditions: time 24 hour. Product: COC=1C2=C(OC1C(=O)OC)C=C1C=CC=CC1=C2 (3-methoxynaphtho[2,3-b]furan-2-carboxylic acid, methyl ester). The yield is 77.0%. RXN SMILES: [OH:1][C:2]1[C:3]2[CH:18]=[C:17]3[C:12]([CH:13]=[CH:14][CH:15]=[CH:16]3)=[CH:11][C:4]=2[O:5][C:6]=1[C:7]([O:9][CH3:10])=[O:8].[C:19](=O)([O-])[O-].[K+].[K+].S(OC)(OC)(=O)=O>CC(C)=O>[CH3:19][O:1][C:2]1[C:3]2[CH:18]=[C:17]3[C:12]([CH:13]=[CH:14][CH:15]=[CH:16]3)=[CH:11][C:4]=2[O:5][C:6]=1[C:7]([O:9][CH3:10])=[O:8] |f:1.2.3|. Procedure: A mixture of 25.0 g (0.10 mole) of 3-hydroxynaphtho [2,3-b]furan-2-carboxylic acid, methyl ester, 15.3 g (0.11 mole) of anhydrous potassium carbonate, and 10.6 ml (14.1 g, 11 mole of dimethyl sulfate in 500 ml of acetone is stirred at refux for 24 hours. The mixture is cooled, filtered, and the filter cake is washed several times with fresh acetone. The combined filtrates are evaporated (vacuum), and the residue is recrystallized from methanol to yield 20.3 g (77% yield) of the analytically pure... Starting materials: O1CC1CCCCCCCC (1,2-epoxydecane), [Na] (sodium), C(C1=CC=CC=C1)O (Benzyl alcohol), [H-].[Na+] (sodium hydride), oil. The solvent is O (water), CN(C)C=O (DMF), CN(C)C=O (DMF), C(C)(=O)O (acetic acid). Reaction conditions: temperature 80 celsius. The product is C1(=CC=CC=C1)COCC(CCCCCCCC)O (1-(Phenylmethoxy)-2-decanol). Reaction SMILES: [CH2:1]([OH:8])[C:2]1[CH:7]=[CH:6][CH:5]=[CH:4][CH:3]=1.[H-].[Na+].[O:11]1[CH:13]([CH2:14][CH2:15][CH2:16][CH2:17][CH2:18][CH2:19][CH2:20][CH3:21])[CH2:12]1.[Na]>CN(C=O)C.O.C(O)(=O)C>[C:2]1([CH2:1][O:8][CH2:12][CH:13]([OH:11])[CH2:14][CH2:15][CH2:16][CH2:17][CH2:18][CH2:19][CH2:20][CH3:21])[CH:7]=[CH:6][CH:5]=[CH:4][CH:3]=1 |f:1.2,^1:21|. Procedure details: Benzyl alcohol (108 g, 1.0 mol) is added to a suspension of 50% sodium hydride-mineral oil (48 g, 1.0 mol) in DMF (200 ml) at room temperature. The mixture is then heated to 80° C. for two hours. A solution of 1,2-epoxydecane* (85 ml) in DMF (50 ml) is added slowly to the sodium salt over 30 minutes and the mixture is then heated at 80° C. for 20 hours. The reaction mixture is cooled, diluted with water, neutralized with acetic acid, and extracted with ether. The ether extract is concentrated to... Reaction SMILES: [CH2:1]([O:3][C:4](=[O:2])[CH2:5][CH2:6][n:7]1[n:8][cH:9][cH:10][cH:11][c:12]1=[O:13])[CH3:14].[CH3:15][NH2:16].[CH3:17][CH2:18][OH:19]>>[O:3]=[C:4]([CH2:5][CH2:6][n:7]1[n:8][cH:9][cH:10][cH:11][c:12]1=[O:13])[NH:16][CH3:15]. Starting materials: CCOC(=O)CCn1ncccc1=O, CN, CCO. The product is CNC(=O)CCn1ncccc1=O. The reactants are BrC1=CC=CC(=N1)C1=NC(=CC=C1)C1=C(C=CC(=C1)OC)O (6-bromo-6′-(2-hydroxy-5-methoxyphenyl)-2,2′-bipyridine), FC=1C=CC(=C(C1)B(O)O)O (5-fluoro-2-hydroxyphenylboronic acid). Product: FC=1C=CC(=C(C1)C1=CC=CC(=N1)C1=NC(=CC=C1)C1=C(C=CC(=C1)OC)O)O (6-(5-Fluoro-2-hydroxyphenyl)-6′-(2-hydroxy-5-methoxyphenyl)-2,2′-bipyridine). RXN SMILES: Br[C:2]1[N:7]=[C:6]([C:8]2[CH:13]=[CH:12][CH:11]=[C:10]([C:14]3[CH:19]=[C:18]([O:20][CH3:21])[CH:17]=[CH:16][C:15]=3[OH:22])[N:9]=2)[CH:5]=[CH:4][CH:3]=1.[F:23][C:24]1[CH:25]=[CH:26][C:27]([OH:33])=[C:28](B(O)O)[CH:29]=1>>[F:23][C:24]1[CH:29]=[CH:28][C:27]([OH:33])=[C:26]([C:2]2[N:7]=[C:6]([C:8]3[CH:13]=[CH:12][CH:11]=[C:10]([C:14]4[CH:19]=[C:18]([O:20][CH3:21])[CH:17]=[CH:16][C:15]=4[OH:22])[N:9]=3)[CH:5]=[CH:4][CH:3]=2)[CH:25]=1. Isolated yield 50.0%. Procedure details: 6-(5-Fluoro-2-hydroxyphenyl)-6′-(2-hydroxy-5-methoxyphenyl)-2,2′-bipyridine was prepared from 6-bromo-6′-(2-hydroxy-5-methoxyphenyl)-2,2′-bipyridine and 5-fluoro-2-hydroxyphenylboronic acid in 50% yield using method F; δH [2H6]-DMSO 13.09,(1H, b), 12.63,(1H, b), 8.36,(2H, m), 8.22,(4H, m), 7,99,(1H, d), 7.64,(1H, s), 7.22,(1H, t), 7.05-6.91,(3H, m), 3.80,(3H, s). Starting materials: CN(C)C=O, C=C1C(CO)C(O)CC1n1cnc2c(=O)[nH]c(N)nc21, O. Product: C=C1C(CO)C(O)CC1n1cnc2c(=O)[nH]c(N)nc21, O. Reaction SMILES: [CH3:1][N:2]([CH3:3])[CH:5]=[O:4].[NH2:6][c:7]1[nH:8][c:9](=[O:25])[c:10]2[n:11][cH:12][n:13]([CH:16]3[C:17](=[CH2:24])[CH:18]([CH2:22][OH:23])[CH:19]([OH:21])[CH2:20]3)[c:14]2[n:15]1.[OH2:26]>>[NH2:6][c:7]1[nH:8][c:9](=[O:25])[c:10]2[n:11][cH:12][n:13]([CH:16]3[C:17](=[CH2:24])[CH:18]([CH2:22][OH:23])[CH:19]([OH:21])[CH2:20]3)[c:14]2[n:15]1.[OH2:4].